Dataset: the Open Reaction Database (ORD), a public repository of structured organic reaction records. Task: describe an organic reaction: reactants, conditions, products, and yield Starting materials: R(+)-phenyl ethyl amine, OC(C(=O)O)C(C1=CC=CC=C1)(C1=CC=CC=C1)OC (2-hydroxy-3-methoxy-3,3-diphenylpropionic acid). The solvent is C(Cl)(Cl)Cl (chloroform). Reaction conditions: temperature 27.5 celsius, time 30 minute. Product: O[C@H](C(=O)O)C(C1=CC=CC=C1)(C1=CC=CC=C1)OC ((S)-2-hydroxy-3-methoxy-3,3-diphenylpropionic acid). As a reaction SMILES: [OH:1][CH:2]([C:6]([O:19][CH3:20])([C:13]1[CH:18]=[CH:17][CH:16]=[CH:15][CH:14]=1)[C:7]1[CH:12]=[CH:11][CH:10]=[CH:9][CH:8]=1)[C:3]([OH:5])=[O:4]>C(Cl)(Cl)Cl>[OH:1][C@@H:2]([C:6]([O:19][CH3:20])([C:7]1[CH:12]=[CH:11][CH:10]=[CH:9][CH:8]=1)[C:13]1[CH:18]=[CH:17][CH:16]=[CH:15][CH:14]=1)[C:3]([OH:5])=[O:4]. Reported procedure: R(+)-phenyl ethyl amine (11.12 grams) was added to a solution of 2-hydroxy-3-methoxy-3,3-diphenylpropionic acid (25 grams) and chloroform (25 ml) at 40° C. and stirred for 30 minutes. The reaction mixture was cooled, and the solid obtained was filtered and washed with chloroform. Ethyl acetate (50 ml) and water (50 ml) was added to the obtained solid and then the reaction mixture was acidified with concentrated hydrochloric acid. The layers were separated and the aqueous layer extracted with eth... Starting materials: ClC1=C(N)C=C(C(=C1)Cl)C(=O)OCC (2,4-dichloro-5-ethoxycarbonylaniline), C(=S)(Cl)Cl (thiophosgene). Run in C(Cl)(Cl)Cl (chloroform). Run at temperature 10 celsius, time 2 hour. Product: ClC1=C(C=C(C(=C1)Cl)C(=O)OCC)N=C=S (2,4-dichloro-5-ethoxycarbonylphenyl isothiocyanate). The yield is 97.8%. As a reaction SMILES: [Cl:1][C:2]1[CH:8]=[C:7]([Cl:9])[C:6]([C:10]([O:12][CH2:13][CH3:14])=[O:11])=[CH:5][C:3]=1[NH2:4].[C:15](Cl)(Cl)=[S:16]>C(Cl)(Cl)Cl>[Cl:1][C:2]1[CH:8]=[C:7]([Cl:9])[C:6]([C:10]([O:12][CH2:13][CH3:14])=[O:11])=[CH:5][C:3]=1[N:4]=[C:15]=[S:16]. Procedure: 23.4 g (0.1 mol) of 2,4-dichloro-5-ethoxycarbonylaniline were dissolved in 80 ml of chloroform. The resulting solution was cooled to 10° C. or lower and 14.9 g (0.13 mol) of thiophosgene were added dropwise thereto. The mixture was stirred at room temperature for two hours, and then refluxed for three hours. The reaction mixture was concentrated to give 27 g (yield 97.7%) of the desired product as pale brown crystals with a melting point of 45°-46° C.